This data is from the Open Reaction Database (ORD), a public repository of structured organic reaction records. The task is: describe an organic reaction: reactants, conditions, products, and yield The reactants are C=C(C)OC(C)=O, CC(C)=O, O=C1CCCc2cc(Cl)ccc21, Cc1ccc(S(=O)(=O)O)cc1. Reaction SMILES: [C:13]([CH3:14])(=[O:15])[O:16][C:17]([CH3:18])=[CH2:19].[CH3:31][C:32](=[O:33])[CH3:34].[Cl:1][c:2]1[cH:3][c:4]2[c:9]([cH:10][cH:11]1)[C:8](=[O:12])[CH2:7][CH2:6][CH2:5]2.[c:20]1([CH3:21])[cH:22][cH:23][c:24]([S:25]([OH:26])(=[O:27])=[O:28])[cH:29][cH:30]1>>[Cl:1][c:2]1[cH:3][c:4]2[c:9]([cH:10][cH:11]1)[C:8]([O:12][C:13]([CH3:14])=[O:15])=[CH:7][CH2:6][CH2:5]2. Yields the product CC(=O)OC1=CCCc2cc(Cl)ccc21. Reactants: O=C1CCC(=O)N1Br, CC(=O)c1ccc(OC(F)(F)c2ccc(OC(C)C)c(F)c2F)cc1, CC(C)O, Cc1c(F)c(F)c(F)c(F)c1F, [Na+], [OH-], O. The product is CC(C)Oc1ccc(C(F)(F)Br)c(F)c1F. As a reaction SMILES: [Br:40][N:41]1[C:42](=[O:43])[CH2:44][CH2:45][C:46]1=[O:47].[CH:15]([CH3:16])([CH3:17])[O:18][c:19]1[c:20]([F:39])[c:21]([F:38])[c:22]([C:23]([O:24][c:25]2[cH:26][cH:27][c:28]([C:29](=[O:30])[CH3:31])[cH:32][cH:33]2)([F:34])[F:35])[cH:36][cH:37]1.[CH:49]([OH:50])([CH3:51])[CH3:52].[F:1][c:2]1[c:3]([CH3:4])[c:5]([F:6])[c:7]([F:8])[c:9]([F:10])[c:11]1[F:12].[Na+:14].[OH-:13].[OH2:48]>>[CH:15]([CH3:16])([CH3:17])[O:18][c:19]1[c:20]([F:39])[c:21]([F:38])[c:22]([C:23]([F:34])([F:35])[Br:40])[cH:36][cH:37]1. Reactants: CC(C)(C)OC(=O)NCc1cccc(O)c1, CN(C)C=O, O=[N+]([O-])c1ccc(F)nc1, [K+], [K+], O=C([O-])[O-], O. Yields the product CC(C)(C)OC(=O)NCc1cccc(Oc2ccc([N+](=O)[O-])cn2)c1. Reaction SMILES: [C:1]([CH3:2])([CH3:3])([CH3:4])[O:5][C:6]([NH:7][CH2:8][c:9]1[cH:10][c:11]([OH:15])[cH:12][cH:13][cH:14]1)=[O:16].[CH3:34][N:35]([CH3:36])[CH:37]=[O:38].[F:17][c:18]1[n:19][cH:20][c:21]([N+:24](=[O:25])[O-:26])[cH:22][cH:23]1.[K+:27].[K+:28].[O-:29][C:30]([O-:31])=[O:32].[OH2:33]>>[C:1]([CH3:2])([CH3:3])([CH3:4])[O:5][C:6]([NH:7][CH2:8][c:9]1[cH:10][c:11]([O:15][c:18]2[n:19][cH:20][c:21]([N+:24](=[O:25])[O-:26])[cH:22][cH:23]2)[cH:12][cH:13][cH:14]1)=[O:16]. Starting materials: C1(=CC=C(C=C1)[C@]12SC/C=C/CCCCCC[C@@H](C(N([C@@H](C1)C(=O)OC)C2)=O)NC(=O)OC(C)(C)C)C2=CC=CC=C2 ((3S,14R,16S,E)-methyl 14-(biphenyl-4-yl)-3-(tert-butoxycarbonylamino)-2-oxo-13-thia-1-azabicyclo[12.2.1]heptadec-10-ene-16-carboxylate), O.[OH-].[Li+] (lithium hydroxide hydrate). Solvent: C1CCOC1 (THF), CO (MeOH), O (Water). Run at time 5 hour. Product: desired product, C1(=CC=C(C=C1)[C@]12SC/C=C/CCCCCC[C@@H](C(N([C@@H](C1)C(=O)O)C2)=O)NC(=O)OC(C)(C)C)C2=CC=CC=C2 ((3S,14R,16S,E)-14-(biphenyl-4-yl)-3-(tert-butoxycarbonylamino)-2-oxo-13-thia-1-azabicyclo[12.2.1]heptadec-10-ene-16-carboxylic acid). The yield is 89.9%. RXN SMILES: [C:1]1([C:37]2[CH:42]=[CH:41][CH:40]=[CH:39][CH:38]=2)[CH:6]=[CH:5][C:4]([C@@:7]23[CH2:27][N:20]([C@H:21]([C:23]([O:25]C)=[O:24])[CH2:22]2)[C:19](=[O:28])[C@@H:18]([NH:29][C:30]([O:32][C:33]([CH3:36])([CH3:35])[CH3:34])=[O:31])[CH2:17][CH2:16][CH2:15][CH2:14][CH2:13][CH2:12][CH:11]=[CH:10][CH2:9][S:8]3)=[CH:3][CH:2]=1.O.[OH-].[Li+]>C1COCC1.CO.O>[C:1]1([C:37]2[CH:38]=[CH:39][CH:40]=[CH:41][CH:42]=2)[CH:6]=[CH:5][C:4]([C@@:7]23[CH2:27][N:20]([C@H:21]([C:23]([OH:25])=[O:24])[CH2:22]2)[C:19](=[O:28])[C@@H:18]([NH:29][C:30]([O:32][C:33]([CH3:36])([CH3:34])[CH3:35])=[O:31])[CH2:17][CH2:16][CH2:15][CH2:14][CH2:13][CH2:12][CH:11]=[CH:10][CH2:9][S:8]3)=[CH:3][CH:2]=1 |f:1.2.3|. Reported procedure: To a solution of (3S,14R,16S,E)-methyl 14-(biphenyl-4-yl)-3-(tert-butoxycarbonylamino)-2-oxo-13-thia-1-azabicyclo[12.2.1]heptadec-10-ene-16-carboxylate (82 mg, 0.138 mmol) in THF (1 mL) and MeOH (1.000 mL) was added pre-made solution of lithium hydroxide hydrate (17.41 mg, 0.415 mmol) in Water (1 mL). The resulting cloudy solution was stirred at room for 5 h. Quenched with 5% citric acid, extracted with EtOAc. The organic layer was washed with brine, dried over MgSO4, filtered, evaporated, to af...